This data is from the Open Reaction Database (ORD), a public repository of structured organic reaction records. The task is: describe an organic reaction: reactants, conditions, products, and yield Reactants: S(=O)(Cl)Cl (thionylchloride), C1(=CC=CC=C1)/C=1/C(=O)OC(\C1)=O (phenylmaleic anhydride), S(=O)(Cl)Cl (thionyl chloride), N1=CC=CC=C1 (pyridine). Run in C1(=CC=CC=C1)C (toluene). Conditions: temperature 11 celsius, time 10 minute. Yields the product ClC=1C(OC(C1C1=CC=CC=C1)=O)=O (3-Chloro-4-phenylfuran-2,5-dione). RXN SMILES: [C:1]1([C:7]2[C:8]([O:10][C:11](=[O:13])[CH:12]=2)=[O:9])[CH:6]=[CH:5][CH:4]=[CH:3][CH:2]=1.S(Cl)([Cl:16])=O.N1C=CC=CC=1>C1(C)C=CC=CC=1>[Cl:16][C:12]1[C:11](=[O:13])[O:10][C:8](=[O:9])[C:7]=1[C:1]1[CH:2]=[CH:3][CH:4]=[CH:5][CH:6]=1. Reported procedure: With ice-cooling, 10.0 g (57 mmol) of phenylmaleic anhydride were added to 57 ml of thionyl chloride, and the mixture was, over a period of 10 min, admixed dropwise with 9.08 g (115 mmol) of pyridine, the temperature being maintained at 10-12° C. The mixture was stirred at 10-12° C. for 30 min, heated at 75° C. for 10 min. using a preheated heating bath and allowed to cool, and excess thionylchloride was stripped off at 60° C. at reduced pressure. The residue was then boiled with 120 ml of tolue... The reactants are CO\N=C\1/CN(C(C12CC2)=O)CC2=CC=CC=C2 ((7Z)-5-(phenylmethyl)-5-azaspiro[2.4]heptane-4,7-dione 7-(O-methyloxime)), [H-].[Al+3].[Li+].[H-].[H-].[H-] (lithium aluminum hydride), [OH-].[Na+] (NaOH), Na2SO4.10H2O. Solvent: C1CCOC1 (THF). Run at temperature 65 celsius, time 3 hour. Product: C1(=CC=CC=C1)CN1CC2(CC2)C(C1)N (5-(phenylmethyl)-5-azaspiro[2.4]heptan-7-amine). Isolated yield 97.0%. RXN SMILES: CO/[N:3]=[C:4]1\[CH2:5][N:6]([CH2:12][C:13]2[CH:18]=[CH:17][CH:16]=[CH:15][CH:14]=2)[C:7](=O)[C:8]2\1[CH2:10][CH2:9]2.[H-].[Al+3].[Li+].[H-].[H-].[H-].[OH-].[Na+]>C1COCC1>[C:13]1([CH2:12][N:6]2[CH2:5][CH:4]([NH2:3])[C:8]3([CH2:9][CH2:10]3)[CH2:7]2)[CH:14]=[CH:15][CH:16]=[CH:17][CH:18]=1 |f:1.2.3.4.5.6,7.8|. Procedure details: To a solution of (7Z)-5-(phenylmethyl)-5-azaspiro[2.4]heptane-4,7-dione 7-(O-methyloxime) (assumed 3.1553 g, 12.92 mmol) in THF (130 mL) was added lithium aluminum hydride (1.58 g, 41.63 mmol). The mixture was heated at 65° C. and stirred for 3 h. The mixture was then cooled to 0° C., and Na2SO4.10H2O was added. The mixture was stirred overnight, and then 1 N aq. NaOH (6 mL) was added. The mixture was vigorously stirred for 30 min, and then extracted with DCM (3×50 mL). The combined organic phas... Reactants: CCOC(C)=O, COC(=O)Cc1ccc(Oc2ccc(C(=O)NCCc3ccc(Cl)cc3)cc2N)c(F)c1, CN(C)C=O. Product: COC(=O)Cc1ccc(Oc2ccc(C(=O)NCCc3ccc(Cl)cc3)cc2)c(F)c1. Reaction SMILES: [CH3:38][CH2:39][O:40][C:41](=[O:42])[CH3:43].[Cl:1][c:2]1[cH:3][cH:4][c:5]([CH2:6][CH2:7][NH:8][C:9](=[O:10])[c:11]2[cH:12][c:13]([NH2:30])[c:14]([O:15][c:16]3[c:17]([F:27])[cH:18][c:19]([CH2:22][C:23](=[O:24])[O:25][CH3:26])[cH:20][cH:21]3)[cH:28][cH:29]2)[cH:31][cH:32]1.[O:33]=[CH:34][N:35]([CH3:36])[CH3:37]>>[Cl:1][c:2]1[cH:3][cH:4][c:5]([CH2:6][CH2:7][NH:8][C:9](=[O:10])[c:11]2[cH:12][cH:13][c:14]([O:15][c:16]3[c:17]([F:27])[cH:18][c:19]([CH2:22][C:23](=[O:24])[O:25][CH3:26])[cH:20][cH:21]3)[cH:28][cH:29]2)[cH:31][cH:32]1. Reactants: COc1cc(C(=O)N2CCC3(CC2)CC(=O)c2cc(-c4nnn[nH]4)ccc2O3)nc2c(OC)cccc12, CI, [Na], CN(C)C=O. Yields the product COc1cc(C(=O)N2CCC3(CC2)CC(=O)c2cc(-c4nnnn4C)ccc2O3)nc2c(OC)cccc12. RXN SMILES: [CH3:2][O:3][c:4]1[cH:5][c:6]([C:16](=[O:17])[N:18]2[CH2:19][CH2:20][C:21]3([O:22][c:23]4[cH:24][cH:25][c:26](-[c:32]5[n:33][n:34][n:35][nH:36]5)[cH:27][c:28]4[C:29](=[O:31])[CH2:30]3)[CH2:37][CH2:38]2)[n:7][c:8]2[c:9]([O:14][CH3:15])[cH:10][cH:11][cH:12][c:13]12.[CH3:39][I:40].[Na:1].[O:41]=[CH:42][N:43]([CH3:44])[CH3:45]>>[CH3:2][O:3][c:4]1[cH:5][c:6]([C:16](=[O:17])[N:18]2[CH2:19][CH2:20][C:21]3([O:22][c:23]4[cH:24][cH:25][c:26](-[c:32]5[n:33][n:34][n:35][n:36]5[CH3:39])[cH:27][c:28]4[C:29](=[O:31])[CH2:30]3)[CH2:37][CH2:38]2)[n:7][c:8]2[c:9]([O:14][CH3:15])[cH:10][cH:11][cH:12][c:13]12. The reactants are CC(C)N1CC2CC1CN2c1ccc(N)cc1, C1CC2CNC1CN2, Cl, Cl. The product is CC(C)N1CC2CCC1CN2c1ccc(N)cc1. RXN SMILES: [CH:1]([CH3:2])([CH3:3])[N:4]1[CH:5]2[CH2:6][N:7]([c:11]3[cH:12][cH:13][c:14]([NH2:17])[cH:15][cH:16]3)[CH:8]([CH2:9]1)[CH2:10]2.[CH:20]12[CH2:21][CH2:22][CH:23]([NH:24][CH2:25]1)[CH2:26][NH:27]2.[ClH:18].[ClH:19]>>[CH:1]([CH3:2])([CH3:3])[N:4]1[CH:5]2[CH2:6][N:7]([c:11]3[cH:12][cH:13][c:14]([NH2:17])[cH:15][cH:16]3)[CH:8]([CH2:9]1)[CH2:20][CH2:10]2. Reactants: C(C)(C)N1CCC(CC1)C(=N)NO (1-isopropyl-N-hydroxypiperidine-4-carboxamidine), C(CCC)C1=CC=C(C(=O)Cl)C=C1 (4-butylbenzoyl chloride). Product: Cl.C(C)(C)N1CCC(CC1)C1=NOC(=N1)C1=CC=C(C=C1)CCCC (1-Isopropyl-4-[5-(4-butylphenyl)[1,2,4]oxadiazol-3-yl]piperidine, hydrochloride). As a reaction SMILES: [CH:1]([N:4]1[CH2:9][CH2:8][CH:7]([C:10]([NH:12][OH:13])=[NH:11])[CH2:6][CH2:5]1)([CH3:3])[CH3:2].[CH2:14]([C:18]1[CH:26]=[CH:25][C:21]([C:22]([Cl:24])=O)=[CH:20][CH:19]=1)[CH2:15][CH2:16][CH3:17]>>[ClH:24].[CH:1]([N:4]1[CH2:9][CH2:8][CH:7]([C:10]2[N:11]=[C:22]([C:21]3[CH:25]=[CH:26][C:18]([CH2:14][CH2:15][CH2:16][CH3:17])=[CH:19][CH:20]=3)[O:13][N:12]=2)[CH2:6][CH2:5]1)([CH3:3])[CH3:2] |f:2.3|. Reported procedure: The title compound was prepared by a similar procedure to that described in Example 56, starting from 1-isopropyl-N-hydroxypiperidine-4-carboxamidine and 4-butylbenzoyl chloride. Starting materials: C(=O)(OC)C1=C(C2=C(N=N1)C1=C(S2)N=C(C=C1)C)O (3-carbomethoxy-4-hydroxy-7-methyl-pyrido[3',2':4,5]thieno[3,2-C]pyridazine), C([O-])(O)=O.[K+] (potassium bicarbonate), C(C)Br (ethyl bromide). The solvent is CN(C)C=O (DMF). Reaction conditions: time 3 hour. Yields the product C(=O)(OCC)C1=C(C2=C(N=N1)C1=C(S2)N=C(C=C1)C)OCC (3-carbethoxy-4-ethoxy-7-methyl pyrido[3',2':4,5]thieno[3,2-C]pyridazine). Isolated yield 46.0%. As a reaction SMILES: [C:1]([C:5]1[N:10]=[N:9][C:8]2[C:11]3[CH:17]=[CH:16][C:15]([CH3:18])=[N:14][C:12]=3[S:13][C:7]=2[C:6]=1[OH:19])([O:3][CH3:4])=[O:2].[C:20](=O)(O)[O-].[K+].[CH2:25](Br)[CH3:26]>CN(C=O)C>[C:1]([C:5]1[N:10]=[N:9][C:8]2[C:11]3[CH:17]=[CH:16][C:15]([CH3:18])=[N:14][C:12]=3[S:13][C:7]=2[C:6]=1[O:19][CH2:25][CH3:26])([O:3][CH2:4][CH3:20])=[O:2] |f:1.2|. Procedure details: To a mixture of 3.3 g (0.013 mol) of 3-carbomethoxy-4-hydroxy-7-methyl-pyrido[3',2':4,5]thieno[3,2-C]pyridazine, 3.8 g potassium bicarbonate, in 90 ml of anhydrous DMF was slowly added 9 ml of ethyl bromide and stirring was continued at 60°-70° C. for 3 hours. The solvent was then removed, the residue was diluted with water and filtered to give 3.4 g of crude product. Crystallization from EtoAc-hexane gave 1.8 g (46%) of pure 3-carbethoxy-4-ethoxy-7-methyl pyrido[3',2':4,5]thieno[3,2-C]pyridazin... Starting materials: C1(CCCC1)O (Cyclopentanol), C1(=CC=CC=C1)P(C1=CC=CC=C1)C1=CC=CC=C1 (triphenylphosphine), N(=NC(=O)OC(C)C)C(=O)OC(C)C (diisopropyl azodicarboxylate), OC=1C=C(C=CC1)SC1=NC=CC=C1OCCCC1=CC=NC=C1 (2-(3-hydroxyphenylthio)-3-[3-(pyridin-4-yl)propoxy]pyridine). Solvent: C1CCOC1 (THF). Run at time 30 minute. Product: C1(CCCC1)OC=1C=C(C=CC1)SC1=NC=CC=C1OCCCC1=CC=NC=C1 (2-(3-cyclopentyloxyphenylthio)-3-[3-(pyridin-4-yl)propoxy]pyridine). The yield is 71.9%. RXN SMILES: [CH:1]1([OH:6])[CH2:5][CH2:4][CH2:3][CH2:2]1.C1(P(C2C=CC=CC=2)C2C=CC=CC=2)C=CC=CC=1.N(C(OC(C)C)=O)=NC(OC(C)C)=O.O[C:41]1[CH:42]=[C:43]([S:47][C:48]2[C:53]([O:54][CH2:55][CH2:56][CH2:57][C:58]3[CH:63]=[CH:62][N:61]=[CH:60][CH:59]=3)=[CH:52][CH:51]=[CH:50][N:49]=2)[CH:44]=[CH:45][CH:46]=1>C1COCC1>[CH:1]1([O:6][C:45]2[CH:44]=[C:43]([S:47][C:48]3[C:53]([O:54][CH2:55][CH2:56][CH2:57][C:58]4[CH:63]=[CH:62][N:61]=[CH:60][CH:59]=4)=[CH:52][CH:51]=[CH:50][N:49]=3)[CH:42]=[CH:41][CH:46]=2)[CH2:5][CH2:4][CH2:3][CH2:2]1. Procedure: Cyclopentanol (0.11 g, 1.3 mmol) and triphenylphosphine (0.47 g, 1.8 mmol) are dissolved in THF (15 ml), and thereto are successively added with stirring diisopropyl azodicarboxylate (0.26 g, 1.3 mmol) and 2-(3-hydroxyphenylthio)-3-[3-(pyridin-4-yl)propoxy]pyridine (0.30 g, 0.89 mmol) obtained in Example 13. The mixture is further stirred at room temperature for 30 minutes, and the reaction solution is concentrated under reduced pressure. The residue is extracted with a 10% aqueous hydrochloric ... Starting materials: CC(C)(C)OC(=O)N1CCC(C(=O)N2CCCC(Cc3ccc(F)cc3)C2)C(NC(=O)OCc2ccccc2)C1, CO, [OH-], [OH-], [Pd+2]. The product is CC(C)(C)OC(=O)N1CCC(C(=O)N2CCCC(Cc3ccc(F)cc3)C2)C(N)C1. As a reaction SMILES: [C:1]([CH3:2])([CH3:3])([CH3:4])[O:5][C:6](=[O:7])[N:8]1[CH2:9][CH:10]([NH:30][C:31]([O:32][CH2:33][c:34]2[cH:35][cH:36][cH:37][cH:38][cH:39]2)=[O:40])[CH:11]([C:14](=[O:15])[N:16]2[CH2:17][CH:18]([CH2:22][c:23]3[cH:24][cH:25][c:26]([F:29])[cH:27][cH:28]3)[CH2:19][CH2:20][CH2:21]2)[CH2:12][CH2:13]1.[CH3:44][OH:45].[OH-:41].[OH-:43].[Pd+2:42]>>[C:1]([CH3:2])([CH3:3])([CH3:4])[O:5][C:6](=[O:7])[N:8]1[CH2:9][CH:10]([NH2:30])[CH:11]([C:14](=[O:15])[N:16]2[CH2:17][CH:18]([CH2:22][c:23]3[cH:24][cH:25][c:26]([F:29])[cH:27][cH:28]3)[CH2:19][CH2:20][CH2:21]2)[CH2:12][CH2:13]1.